From a dataset of the Open Reaction Database (ORD), a public repository of structured organic reaction records. describe an organic reaction: reactants, conditions, products, and yield Starting materials: Cl (hydrochloric acid), C(C)OC=1C=C(C(=O)OCC)C=C(C1)O (ethyl 3-ethoxy-5-hydroxybenzoate), ClCC=1N=C(OC1C)C1=CC=CC=C1 (4-chloromethyl-5-methyl-2-phenyloxazole), C([O-])([O-])=O.[K+].[K+] (potassium carbonate). Solvent: CN(C=O)C (N,N-dimethylformamide), O (water). Run at temperature 80 celsius, time 2 hour. Product: C(C)OC=1C=C(C(=O)OCC)C=C(C1)OCC=1N=C(OC1C)C1=CC=CC=C1 (ethyl 3-ethoxy-5-(5-methyl-2-phenyl-4-oxazolylmethoxy)benzoate). Isolated yield 99.2%. Reaction SMILES: [CH2:1]([O:3][C:4]1[CH:5]=[C:6]([CH:12]=[C:13]([OH:15])[CH:14]=1)[C:7]([O:9][CH2:10][CH3:11])=[O:8])[CH3:2].Cl[CH2:17][C:18]1[N:19]=[C:20]([C:24]2[CH:29]=[CH:28][CH:27]=[CH:26][CH:25]=2)[O:21][C:22]=1[CH3:23].C(=O)([O-])[O-].[K+].[K+].Cl>O.CN(C)C=O>[CH2:1]([O:3][C:4]1[CH:5]=[C:6]([CH:12]=[C:13]([O:15][CH2:17][C:18]2[N:19]=[C:20]([C:24]3[CH:29]=[CH:28][CH:27]=[CH:26][CH:25]=3)[O:21][C:22]=2[CH3:23])[CH:14]=1)[C:7]([O:9][CH2:10][CH3:11])=[O:8])[CH3:2] |f:2.3.4|. Reported procedure: A mixture of ethyl 3-ethoxy-5-hydroxybenzoate (3.00 g), 4-chloromethyl-5-methyl-2-phenyloxazole (3.26 g), potassium carbonate (2.17 g) and N,N-dimethylformamide (60 ml) was stirred at 80° C. for 2 hrs. The reaction mixture was poured into water, acidified with 2N hydrochloric acid and the mixture was extracted with ethyl acetate. The ethyl acetate layer was washed with water, dried (MgSO4) and concentrated. The obtained residue was subjected to silica gel column chromatography, and ethyl 3-ethox... The reactants are 1c, C(CCCC)Br (pentyl bromide), CN1CCCN(C1=O)C (DMPU), FC1(C(C=CC=C1)F)[K] (1,2-difluorophenyl potassium), O (water). Solvent: C1CCOC1 (THF). Conditions: time 60 minute. Product: C(CCCC)C=1C(=C(C=CC1)F)F (3-pentyl-1,2-difluorobenzene). Reaction SMILES: [CH2:1](Br)[CH2:2][CH2:3][CH2:4][CH3:5].CN1C(=O)N(C)CCC1.[F:16][C:17]1([K])[CH:22]=[CH:21][CH:20]=[CH:19][CH:18]1[F:23].O>C1COCC1>[CH2:1]([C:19]1[C:18]([F:23])=[C:17]([F:16])[CH:22]=[CH:21][CH:20]=1)[CH2:2][CH2:3][CH2:4][CH3:5]. Reported procedure: 0.1 mol of pentyl bromide and subsequently 13 ml of DMPU are added dropwise to the solution of 1,2-difluorophenyl potassium in THF prepared according to 1c). After stirring below -85° C. for 60 minutes, the mixture is warmed in the course of 30 minutes to -40° C. and water is added at this temperature. The mixture is subsequently worked up as customary. b.p.30: 112 ° C. The following are prepared analogously: Reactants: C1(=CC=CC=C1)C(OC1CCN(CC1)CCCNC=1C=CC=2N(N1)C=C(N2)C(C(=O)OCC)(C)C)C2=CC=CC=C2 (ethyl 2-[6-[3-[4-(diphenylmethoxy)piperidino]propylamino]imidazo[1,2-b]pyridazin-2-yl]-2-methylpropionate), O.C(CC(O)(C(=O)O)CC(=O)O)(=O)O (citric acid monohydrate). The solvent is C(C)O (ethanol). The product is C(CC(O)(C(=O)O)CC(=O)O)(=O)O.C1(=CC=CC=C1)C(OC1CCN(CC1)CCCNC=1C=CC=2N(N1)C=C(N2)C(C(=O)OCC)(C)C)C2=CC=CC=C2 (Ethyl 2-[6-[3-[4-(Diphenylmethoxy)piperidino]propylamino]imidazo[1,2-b]pyridazin-2-yl]-2-methylpropionate Citrate). Isolated yield 89.5%. RXN SMILES: [C:1]1([CH:7]([C:36]2[CH:41]=[CH:40][CH:39]=[CH:38][CH:37]=2)[O:8][CH:9]2[CH2:14][CH2:13][N:12]([CH2:15][CH2:16][CH2:17][NH:18][C:19]3[CH:20]=[CH:21][C:22]4[N:23]([CH:25]=[C:26]([C:28]([CH3:35])([CH3:34])[C:29]([O:31][CH2:32][CH3:33])=[O:30])[N:27]=4)[N:24]=3)[CH2:11][CH2:10]2)[CH:6]=[CH:5][CH:4]=[CH:3][CH:2]=1.O.[C:43]([OH:55])(=[O:54])[CH2:44][C:45]([CH2:50][C:51]([OH:53])=[O:52])([C:47]([OH:49])=[O:48])[OH:46]>C(O)C>[C:43]([OH:55])(=[O:54])[CH2:44][C:45]([CH2:50][C:51]([OH:53])=[O:52])([C:47]([OH:49])=[O:48])[OH:46].[C:36]1([CH:7]([C:1]2[CH:6]=[CH:5][CH:4]=[CH:3][CH:2]=2)[O:8][CH:9]2[CH2:10][CH2:11][N:12]([CH2:15][CH2:16][CH2:17][NH:18][C:19]3[CH:20]=[CH:21][C:22]4[N:23]([CH:25]=[C:26]([C:28]([CH3:35])([CH3:34])[C:29]([O:31][CH2:32][CH3:33])=[O:30])[N:27]=4)[N:24]=3)[CH2:13][CH2:14]2)[CH:41]=[CH:40][CH:39]=[CH:38][CH:37]=1 |f:1.2,4.5|. Procedure: In 8 mL of ethanol, 1.667 g of the ethyl 2-[6-[3-[4-(diphenylmethoxy)piperidino]propylamino]imidazo[1,2-b]pyridazin-2-yl]-2-methylpropionate synthesized in Reference Example 2C was dissolved, and 0.631 g of citric acid monohydrate was added thereto and dissolved under heating, followed by concentration under reduced pressure. To the residue was added 23 mL of ethyl acetate, and the crystals formed were collected by filtration and washed with 12 mL of ethyl acetate. To the crystals was added 30 m... The reactants are C=O (formaldehyde), OC1=CC=C(C=C1)C(C)(C)C1=CC=C(C=C1)O (bisphenol A), C=O (formaldehyde), C(C(=O)O)(=O)O (oxalic acid). Solvent: C(C)(=O)OCCCC (n-butyl acetate). Conditions: temperature 140 fahrenheit, time 60 minute. Product: OC1=CC=C(C=C1)C(C)(C)C1=CC=C(C=C1)O.C=O (bisphenol A formaldehyde). As a reaction SMILES: [OH:1][C:2]1[CH:7]=[CH:6][C:5]([C:8]([C:11]2[CH:16]=[CH:15][C:14]([OH:17])=[CH:13][CH:12]=2)([CH3:10])[CH3:9])=[CH:4][CH:3]=1.C(O)(=O)[C:19](O)=[O:20].C=O>C(OCCCC)(=O)C>[OH:1][C:2]1[CH:3]=[CH:4][C:5]([C:8]([C:11]2[CH:12]=[CH:13][C:14]([OH:17])=[CH:15][CH:16]=2)([CH3:10])[CH3:9])=[CH:6][CH:7]=1.[CH2:19]=[O:20] |f:4.5|. Reported procedure: A bisphenol A-formaldehyde novolak polymer was prepared as follows. Two thousand grams of bisphenol A and 500.0 grams of n-butyl acetate were charged into a three-necked, five-liter flask equipped with a mechanical stirrer, a condenser, a thermometer and an addition funnel to form a mixture. Using an electric mantel, the mixture was heated to 140° F. to give a homogenous mixture. Then, 10.0 grams of oxalic acid were added to the mixture and mixed for five minutes. Then, 315.8 grams of 50 weight ... Reactants: BrC(C(=O)C(F)(F)F)Br (1,1-dibromo-3,3,3-trifluoroacetone), C(C)(=O)[O-].[Na+] (sodium acetate), N(N)C1=NC=C(C=C1F)Cl (2-hydrazino-3-fluoro-5-chloropyridin). The solvent is O (water). Reaction conditions: temperature 0 celsius, time 3.5 hour. The product is ClC=1C=C(C(=NC1)NN=CC(C(F)(F)F)=O)F (3-((5-chloro-3-fluoro-pyridin-2-yl)-hydrazono)-1,1,1-trifluoropropan-2-one). RXN SMILES: Br[CH:2](Br)[C:3]([C:5]([F:8])([F:7])[F:6])=[O:4].C([O-])(=O)C.[Na+].[NH:15]([C:17]1[C:22]([F:23])=[CH:21][C:20]([Cl:24])=[CH:19][N:18]=1)[NH2:16]>O>[Cl:24][C:20]1[CH:21]=[C:22]([F:23])[C:17]([NH:15][N:16]=[CH:2][C:3](=[O:4])[C:5]([F:8])([F:7])[F:6])=[N:18][CH:19]=1 |f:1.2|. Procedure: 6.75 g 1,1-dibromo-3,3,3-trifluoroacetone were stirred for 30 min. at 80° C. in a solution of 9.0 g sodium acetate in 250 ml water. Then the solution was cooled at 0° C. and 4.0 g 2-hydrazino-3-fluoro-5-chloropyridin were added. Stirring was continued for 3.5 hrs. Then the reaction mixture was extracted with ethyl acetate, the extracts were washed with water and dried. After evaporation, the remaining residue was purified on silcagel (hexane-ethyl acetate 8:2) to give the title compound as brown... The reactants are C(N)(=O)C1C2=CC=CC=C2C=2C=CC=CC12 (9-carbamoylfluorene), C(=C)C(=O)C (methyl vinyl ketone), aqueous solution, [OH-].C(C1=CC=CC=C1)[N+](C)(C)C (benzyltrimethylammonium hydroxide). The solvent is O1CCCC1 (tetrahydrofuran). Run at temperature 45 celsius. The product is C(N)(=O)C1(C2=CC=CC=C2C=2C=CC=CC12)CCC(C)=O (9-Carbamoyl-9-(3-oxobutyl)fluorene). As a reaction SMILES: [C:1]([CH:4]1[C:16]2[CH:15]=[CH:14][CH:13]=[CH:12][C:11]=2[C:10]2[C:5]1=[CH:6][CH:7]=[CH:8][CH:9]=2)(=[O:3])[NH2:2].[OH-].C([N+](C)(C)C)C1C=CC=CC=1.[CH:29]([C:31]([CH3:33])=[O:32])=[CH2:30]>O1CCCC1>[C:1]([C:4]1([CH2:30][CH2:29][C:31](=[O:32])[CH3:33])[C:16]2[CH:15]=[CH:14][CH:13]=[CH:12][C:11]=2[C:10]2[C:5]1=[CH:6][CH:7]=[CH:8][CH:9]=2)(=[O:3])[NH2:2] |f:1.2|. Procedure details: To a stirred warm (45° C.) solution of 62.7 g. (0.3 mole) of 9-carbamoylfluorene in 700 ml. of tetrahydrofuran were added in one portion 30 ml. of a 40% aqueous solution of benzyltrimethylammonium hydroxide. The reaction mixture was stirred at 45° C. for fifteen minutes, and was then diluted by dropwise addition of 24.5 g. (0.35 mole) of methyl vinyl ketone. The reaction mixture was heated at reflux for three hours following complete addition, and then it was cooled to about 30° C. and added to ...